This data is from the Open Reaction Database (ORD), a public repository of structured organic reaction records. The task is: describe an organic reaction: reactants, conditions, products, and yield Reactants: O=C(OCc1ccccc1)N1CCCC(CBr)C1, O=C([O-])[O-], CCCCOc1nc(N)c2nc(OC)[nH]c2n1, O=C(O)C(F)(F)F, [K+], [K+], CN(C)C=O, O. Yields the product CCCCOc1nc(N)c2nc(OC)n(CC3CCCN(C(=O)OCc4ccccc4)C3)c2n1. Reaction SMILES: [Br:31][CH2:32][CH:33]1[CH2:34][N:35]([C:39](=[O:40])[O:41][CH2:42][c:43]2[cH:44][cH:45][cH:46][cH:47][cH:48]2)[CH2:36][CH2:37][CH2:38]1.[C:25](=[O:26])([O-:27])[O-:28].[CH2:8]([CH2:9][CH2:10][CH3:11])[O:12][c:13]1[n:14][c:15]([NH2:24])[c:16]2[n:17][c:18]([O:22][CH3:23])[nH:19][c:20]2[n:21]1.[F:1][C:2]([F:3])([F:4])[C:5]([OH:6])=[O:7].[K+:29].[K+:30].[O:49]=[CH:50][N:51]([CH3:52])[CH3:53].[OH2:54]>>[CH2:8]([CH2:9][CH2:10][CH3:11])[O:12][c:13]1[n:14][c:15]([NH2:24])[c:16]2[n:17][c:18]([O:22][CH3:23])[n:19]([CH2:32][CH:33]3[CH2:34][N:35]([C:39](=[O:40])[O:41][CH2:42][c:43]4[cH:44][cH:45][cH:46][cH:47][cH:48]4)[CH2:36][CH2:37][CH2:38]3)[c:20]2[n:21]1. The reactants are C1C(=O)OCC(=O)O1 (glycolide), C[C@H]1C(=O)O[C@H](C(=O)O1)C (L-lactide), CCCCC(CC)C(=O)[O-].CCCCC(CC)C(=O)[O-].[Sn+2] (stannous octoate), C(CCCCCCCCCCC)O (lauryl alcohol). Solvent: C1(=CC=CC=C1)C (toluene). Run at temperature 220 celsius, time 2 hour. Product: C(CO)(=O)O.C(C(O)C)(=O)O (GLYCOLIC ACID LACTIC ACID). Reaction SMILES: [CH2:1]1[O:8]C(=O)C[O:4][C:2]1=[O:3].[CH3:9][C@@H:10]1[O:17]C(=O)[C@H](C)[O:13][C:11]1=[O:12].CCCCC(C([O-])=O)CC.CCCCC(C([O-])=O)CC.[Sn+2].C(O)CCCCCCCCCCC>C1(C)C=CC=CC=1>[C:2]([OH:4])(=[O:3])[CH2:1][OH:8].[C:11]([OH:13])(=[O:12])[CH:10]([CH3:9])[OH:17] |f:2.3.4,7.8|. Procedure details: 1161 g (10 mols) of glycolide and 1441 g (10 mols) of L-lactide were placed in a glass reactor, and 10 ml of a toluene solution containing 0.26 g of stannous octoate and 9.0 g of lauryl alcohol were added to the reactor. Afterward, deaeration was carried out for 2 hours under reduced pressure, and the atmosphere in the reactor was then replaced with a nitrogen gas. This mixture was heated at 220° C. for 2 hours with stirring under the nitrogen atmosphere. While the temperature was maintained as ... Procedure: A mixture of 0.36 g of 4amino-2-chloro6,7-dimethoxyquinazoline, 1.08 g of (S)-N-tert-butyl-2-piperazinecarboxamide bis-(1S)-(+)-10-camphorsulfonate, prepared as described in U.S. Pat. No. 5,700,364, and 0.94 ml of diisopropylethylamine in 10 ml of isoamyl alcohol was heated at reflux for 9 h. After cooling to room temperature, the solvent was evaporated in vacuo and 50 ml of dichloromethane was added to the residue. The mixture was washed with water (3×20 ml), 5% aqueous Na2CO3 (30 ml), water (3... Solvent: C(CC(C)C)O (isoamyl alcohol). The reactants are NC1=NC(=NC2=CC(=C(C=C12)OC)OC)Cl (4amino-2-chloro6,7-dimethoxyquinazoline), [C@]12(C(=O)CC(CC1)C2(C)C)CS(=O)(=O)O.[C@]21(C(=O)CC(CC2)C1(C)C)CS(=O)(=O)O.C(C)(C)(C)NC(=O)[C@H]1NCCNC1 ((S)-N-tert-butyl-2-piperazinecarboxamide bis-(1S)-(+)-10-camphorsulfonate), C(C)(C)N(CC)C(C)C (diisopropylethylamine). The yield is 59.3%. Yields the product N (ammonia), NC1=NC(=NC2=CC(=C(C=C12)OC)OC)N1C[C@H](NCC1)C(NC(C)(C)C)=O (4-Amino-6,7-dimethoxy-2-[(3S)-3-(t-butylcarbamoyl)-1-piperazinyl]quinazoline). RXN SMILES: [NH2:1][C:2]1[C:11]2[C:6](=[CH:7][C:8]([O:14][CH3:15])=[C:9]([O:12][CH3:13])[CH:10]=2)[N:5]=[C:4](Cl)[N:3]=1.[C@]12(CS(O)(=O)=O)C(C)(C)C(CC1)CC2=O.[C@]12(CS(O)(=O)=O)C(C)(C)C(CC1)CC2=O.[C:47]([NH:51][C:52]([C@@H:54]1[CH2:59][NH:58][CH2:57][CH2:56][NH:55]1)=[O:53])([CH3:50])([CH3:49])[CH3:48].C(N(C(C)C)CC)(C)C>C(O)CC(C)C>[NH3:1].[NH2:1][C:2]1[C:11]2[C:6](=[CH:7][C:8]([O:14][CH3:15])=[C:9]([O:12][CH3:13])[CH:10]=2)[N:5]=[C:4]([N:58]2[CH2:57][CH2:56][NH:55][C@H:54]([C:52](=[O:53])[NH:51][C:47]([CH3:49])([CH3:48])[CH3:50])[CH2:59]2)[N:3]=1 |f:1.2.3|. Reactants: C1(NCNC=2C=CC3=CNC=C3C21)O (tetrahydropyrimidoisoindolol), Cl (hydrochloric acid), C(C)O (ethanol). Product: Cl.ClC1=CC=C(C=C1)C1(N2C(C3=CC=CC=C13)=NCCC2)O (6-(4-chlorophenyl)-2,3,4,6-tetrahydropyrimido[2,1-a]isoindol-6-ol hydrochloride). RXN SMILES: C1(O)[C:13]2[C:12]3[C:8](=[CH:9][NH:10][CH:11]=3)[CH:7]=[CH:6][C:5]=2NCN1.[ClH:15].[CH2:16]([OH:18])[CH3:17]>>[ClH:15].[Cl:15][C:5]1[CH:6]=[CH:7][C:17]([C:16]2([OH:18])[C:13]3[C:12](=[CH:8][CH:7]=[CH:6][CH:5]=3)[C:11]3=[N:10][CH2:9][CH2:8][CH2:9][N:10]23)=[CH:12][CH:13]=1 |f:3.4|. Procedure: The above prepared tetrahydropyrimidoisoindolol is dissolved in ethanol and admixed with an aqueous solution containing an equivalent amount of hydrochloric acid. The mixture is stirred for ten minutes and the solvent removed by evaporation. In this manner, is obtained 6-(4-chlorophenyl)-2,3,4,6-tetrahydropyrimido[2,1-a]isoindol-6-ol hydrochloride, m.p. 232°-4°C., as a white crystalline solid, which is soluble in hot water. The reactants are CC=1NC2=C(N1)C=CC=C2 (2-methylbenzimidazole), ClCC1=CC=C(C=C)C=C1 (4-chloromethylstyrene), [OH-].[K+] (potassium hydroxide), C([O-])([O-])=O.[K+].[K+] (potassium carbonate). Run in O1CCCC1 (tetrahydrofuran). Reaction conditions: temperature 25 celsius, time 5 day. Product: C(=C)C1=CC=C(CN2C(=NC3=C2C=CC=C3)C)C=C1 (1-(4-vinylbenzyl)-2-methylbenzimidazole). RXN SMILES: [CH3:1][C:2]1[NH:3][C:4]2[CH:10]=[CH:9][CH:8]=[CH:7][C:5]=2[N:6]=1.Cl[CH2:12][C:13]1[CH:20]=[CH:19][C:16]([CH:17]=[CH2:18])=[CH:15][CH:14]=1.[OH-].[K+].C(=O)([O-])[O-].[K+].[K+]>O1CCCC1>[CH:17]([C:16]1[CH:19]=[CH:20][C:13]([CH2:12][N:3]2[C:4]3[CH:10]=[CH:9][CH:8]=[CH:7][C:5]=3[N:6]=[C:2]2[CH3:1])=[CH:14][CH:15]=1)=[CH2:18] |f:2.3,4.5.6|. Reported procedure: This Example illustrates the synthesis of polymeric blocked developer PBD1. First, 1-(4-vinylbenzyl)-2-methylbenzimidazole was prepared. A suspension of 2-methylbenzimidazole (25.0 g, 0.19 mol), 4-chloromethylstyrene (31.8 g, 0.21 mol), powdered potassium hydroxide (10.6 g, 0.19 mol), and potassium carbonate (13.1 g, 0.1 mol) in 200 mL of dry tetrahydrofuran was stirred at 25° C. for 5 d. The reaction mixture was filtered, and the solid residue extracted with additional tetrahydrofuran. The comb... Reactants: CC1=CC=CC1 (methylcyclopentadiene), CC(=O)C (acetone), C(C)(=O)O (acetic acid), N1CCCC1 (pyrrolidine). The solvent is CO (methanol), CCOCC (ether), O (water). Yields the product CC1=CC(C=C1)=C(C)C (2,6,6-trimethylfulvene). Isolated yield 92.5%. As a reaction SMILES: [CH3:1][C:2]1[CH2:6][CH:5]=[CH:4][CH:3]=1.[CH3:7][C:8]([CH3:10])=O.N1CCCC1.C(O)(=O)C>CCOCC.O.CO>[CH3:1][C:2]1[CH:6]=[CH:5][C:4](=[C:8]([CH3:10])[CH3:7])[CH:3]=1. Procedure details: To 130 ml of dehydrated methanol, 22.6 g (283 mmol) of methylcyclopentadiene and 8.50 ml (116 mmol) of acetone were added, then 14.5 ml (174 mmol) of pyrrolidine was dropwise added at 0° C., and the mixture was reacted at room temperature for one night. Then, 10 ml (180 mmol) of acetic acid was added at 0° C. The mixture was diluted with ether and water and then subjected to extraction. Then, the organic phase was separated, washed with water and dried over anhydrous magnesium sulfate to obtain ... Starting materials: N1CCC(CC1)C1=C2CC(NC2=CC=C1)=O (4-Piperidin-4-yl-1,3-dihydroindol-2-one), C(=O)C=1NC(=CC1CCC(=O)O)C (3-(2-formyl-5-methyl-1H-pyrrol-3-yl)-propionic acid). The product is CC1=CC(=C(N1)C=C1C(NC2=CC=CC(=C12)C1CCNCC1)=O)CCC(=O)O (3-[5-Methyl-2-(2-oxo-4-piperidin-4-yl-1,2-dihydroindol-3-ylidenemethyl)-1H-pyrrol-3-yl]-propionic Acid). RXN SMILES: [NH:1]1[CH2:6][CH2:5][CH:4]([C:7]2[CH:15]=[CH:14][CH:13]=[C:12]3[C:8]=2[CH2:9][C:10](=[O:16])[NH:11]3)[CH2:3][CH2:2]1.[CH:17]([C:19]1[NH:20][C:21]([CH3:29])=[CH:22][C:23]=1[CH2:24][CH2:25][C:26]([OH:28])=[O:27])=O>>[CH3:29][C:21]1[NH:20][C:19]([CH:17]=[C:9]2[C:8]3[C:12](=[CH:13][CH:14]=[CH:15][C:7]=3[CH:4]3[CH2:3][CH2:2][NH:1][CH2:6][CH2:5]3)[NH:11][C:10]2=[O:16])=[C:23]([CH2:24][CH2:25][C:26]([OH:28])=[O:27])[CH:22]=1. Reported procedure: 4-Piperidin-4-yl-1,3-dihydroindol-2-one (45 mg, 0.2 mmol) was condensed with 3-(2-formyl-5-methyl-1H-pyrrol-3-yl)-propionic acid (42 mg, 0.23 mmol) to give the title compound.